From a dataset of the Open Reaction Database (ORD), a public repository of structured organic reaction records. describe an organic reaction: reactants, conditions, products, and yield The reactants are NC=1C=C2N=C(C(=NC2=CC1Cl)O)O (6-amino-7-chloro-2,3-dihydroxyquinoxaline), ClC(=O)OCC (ethyl chloroformate), Cl (hydrochloric acid). The solvent is [OH-].[Na+] (sodium hydroxide). Run at time 1 hour. Yields the product ClC=1C=C2N=C(C(=NC2=CC1NC(=O)OCC)O)O (6-chloro-7-ethoxycarbonylamino-2,3-dihydroxyquinoxaline). Isolated yield 9792.4%. As a reaction SMILES: [NH2:1][C:2]1[CH:3]=[C:4]2[C:9](=[CH:10][C:11]=1[Cl:12])[N:8]=[C:7]([OH:13])[C:6]([OH:14])=[N:5]2.Cl[C:16]([O:18][CH2:19][CH3:20])=[O:17].Cl>[OH-].[Na+]>[Cl:12][C:11]1[CH:10]=[C:9]2[C:4](=[CH:3][C:2]=1[NH:1][C:16]([O:18][CH2:19][CH3:20])=[O:17])[N:5]=[C:6]([OH:14])[C:7]([OH:13])=[N:8]2 |f:3.4|. Procedure details: A solution of 10 g (47,3 mmol) 6-amino-7-chloro-2,3-dihydroxyquinoxaline in 200 ml 0,5N sodium hydroxide was icecooled, and then 30 ml (0,36 mmol) ethyl chloroformate was added. Stirring was continued at 0° C. for 1 h and at 25° C. for 1 h. To the reaction mixture was added 1N hydrochloric acid to pH 2-3, and the precipitated product was filtered off and washed with water to give 12 g of a crude product. Recrystallization (dimethylsulfoxide-0,5N hydrochloric acid) gave 10 g (75%) 6-chloro-7-etho... Starting materials: OC(CN1CCN(CC1)CCN1C(C2=C(C1=O)C=CC=C2)=O)COC=2C=CC1=C(N=C(S1)C)C2 (2-(2-{4-[2-hydroxy-3-(2-methylbenzothiazol-5-yloxy)propyl]piperazinyl}ethyl)benzo[c]azoline-1,3-dione), O.NN (hydrazine hydrate), Cl (HCl). Run in CO (MeOH). Reaction conditions: time 14 hour. Yields the product NCCN1CCN(CC1)C[C@H](COC=1C=CC2=C(N=C(S2)C)C1)O ((2R)-1-[4-(2-aminoethyl)piperazinyl]-3-(2-methylbenzothiazol-5-yloxy)propan-2-ol). Reaction SMILES: [OH:1][CH:2]([CH2:23][O:24][C:25]1[CH:26]=[CH:27][C:28]2[S:32][C:31]([CH3:33])=[N:30][C:29]=2[CH:34]=1)[CH2:3][N:4]1[CH2:9][CH2:8][N:7]([CH2:10][CH2:11][N:12]2C(=O)C3C=CC=CC=3C2=O)[CH2:6][CH2:5]1.O.NN.Cl>CO>[NH2:12][CH2:11][CH2:10][N:7]1[CH2:8][CH2:9][N:4]([CH2:3][C@@H:2]([OH:1])[CH2:23][O:24][C:25]2[CH:26]=[CH:27][C:28]3[S:32][C:31]([CH3:33])=[N:30][C:29]=3[CH:34]=2)[CH2:5][CH2:6]1 |f:1.2|. Reported procedure: A solution of 2-(2-{4-[2-hydroxy-3-(2-methylbenzothiazol-5-yloxy)propyl]piperazinyl}ethyl)benzo[c]azoline-1,3-dione (101 mg, 0.21 mmol) in MeOH (0.84 mL) was treated with hydrazine hydrate (0.07 mL) and stirred at RT for 14 hours. HCl (1 mL, conc) was added and the solution was heated to 88° C. for 14 hours. Upon cooling, the resulting solid was filtered off and washed with H2O and EtOAc. The filtrate was pH adjusted to >12 (NaOH) and extracted with EtOAc. The combined organic layers were then c... Starting materials: CCCCCCC (n-heptane), COC(=O)[C@H]1N(C[C@@H](C1)O)C(=O)OC(C)(C)C ((2S,4R)-4-Hydroxy-pyrrolidine-1,2-dicarboxylic acid 1-tert-butyl ester 2-methyl ester), C1(=CC=CC=C1)P(C1=CC=CC=C1)C1=CC=CC=C1 (triphenylphosphine), 1.241, C(Cl)(Cl)(Cl)Cl (CCl4). Run in C(Cl)Cl (CH2Cl2). Conditions: temperature 4 celsius, time 45 minute. Yields the product COC(=O)[C@H]1N(C[C@H](C1)Cl)C(=O)OC(C)(C)C ((2S,4S)-4-Chloro-pyrrolidine-1,2-dicarboxylic acid 1-tert-butyl ester 2-methyl ester). Yield: 89.0%. RXN SMILES: [CH3:1][O:2][C:3]([C@@H:5]1[CH2:9][C@@H:8](O)[CH2:7][N:6]1[C:11]([O:13][C:14]([CH3:17])([CH3:16])[CH3:15])=[O:12])=[O:4].C1(P(C2C=CC=CC=2)C2C=CC=CC=2)C=CC=CC=1.C(Cl)(Cl)(Cl)[Cl:38].CCCCCCC>C(Cl)Cl>[CH3:1][O:2][C:3]([C@@H:5]1[CH2:9][C@H:8]([Cl:38])[CH2:7][N:6]1[C:11]([O:13][C:14]([CH3:17])([CH3:16])[CH3:15])=[O:12])=[O:4]. Procedure: A solution of 374 g (1.48 mol) (2S,4R)-4-Hydroxy-pyrrolidine-1,2-dicarboxylic acid 1-tert-butyl ester 2-methyl ester in 1.6 l CH2Cl2 was treated with 680 g (2.6 mol) triphenylphosphine, cooled to 3-5° C. and treated in 10 min with 1.241 (12.8 mol) CCl4, after 2 h at this temperature cooling was stopped, the reaction raised during 2 h to 35° C. It was cooled down to 20° C. and stirred for further 45 min. After addition of 4 l of n-heptane, the reaction was evaporated to 2.9 l, cooled to 0° C., fi... The reactants are [Li]CCCC, C#CC(Br)[Si](C)(C)C, CC(C)NC(C)C, C1CCOC1, CCOC(=O)C(C)Cc1ccccc1. The product is CCOC(=O)C(C)(CC#C[Si](C)(C)C)Cc1ccccc1. As a reaction SMILES: [CH2:8]([Li:9])[CH2:10][CH2:11][CH3:12].[CH3:27][Si:28]([CH3:29])([CH3:30])[CH:31]([C:32]#[CH:33])[Br:34].[CH:1]([NH:2][CH:3]([CH3:4])[CH3:5])([CH3:6])[CH3:7].[O:35]1[CH2:36][CH2:37][CH2:38][CH2:39]1.[c:13]1([CH2:19][CH:20]([C:21](=[O:22])[O:23][CH2:24][CH3:25])[CH3:26])[cH:14][cH:15][cH:16][cH:17][cH:18]1>>[c:13]1([CH2:19][C:20]([C:21](=[O:22])[O:23][CH2:24][CH3:25])([CH3:26])[CH2:33][C:32]#[C:31][Si:28]([CH3:27])([CH3:29])[CH3:30])[cH:14][cH:15][cH:16][cH:17][cH:18]1. The product is COc1cc2cccnc2c(N2CCN(C3CCC(c4cn(C)c5ccc(C#N)cc45)CC3)CC2)n1. Reaction SMILES: [C:19](#[N:20])[c:21]1[cH:22][c:23]2[c:24]([CH:31]3[CH2:32][CH2:33][C:34](=[O:37])[CH2:35][CH2:36]3)[cH:25][n:26]([CH3:30])[c:27]2[cH:28][cH:29]1.[C:38]([O:39][BH-:40]([O:41][C:42](=[O:43])[CH3:44])[O:45][C:46](=[O:47])[CH3:48])(=[O:49])[CH3:50].[CH3:1][O:2][c:3]1[cH:4][c:5]2[cH:6][cH:7][cH:8][n:9][c:10]2[c:11]([N:13]2[CH2:14][CH2:15][NH:16][CH2:17][CH2:18]2)[n:12]1.[CH3:52][C:53](=[O:54])[OH:55].[CH3:61][CH2:62][O:63][C:64]([CH3:65])=[O:66].[Cl:57][CH:58]([Cl:59])[CH3:60].[ClH:56].[Na+:51]>>[CH3:1][O:2][c:3]1[cH:4][c:5]2[cH:6][cH:7][cH:8][n:9][c:10]2[c:11]([N:13]2[CH2:14][CH2:15][N:16]([CH:34]3[CH2:33][CH2:32][CH:31]([c:24]4[c:23]5[cH:22][c:21]([C:19]#[N:20])[cH:29][cH:28][c:27]5[n:26]([CH3:30])[cH:25]4)[CH2:36][CH2:35]3)[CH2:17][CH2:18]2)[n:12]1. Starting materials: Cn1cc(C2CCC(=O)CC2)c2cc(C#N)ccc21, CC(=O)O[BH-](OC(C)=O)OC(C)=O, COc1cc2cccnc2c(N2CCNCC2)n1, CC(=O)O, CCOC(C)=O, CC(Cl)Cl, Cl, [Na+].